Dataset: the Open Reaction Database (ORD), a public repository of structured organic reaction records. Task: describe an organic reaction: reactants, conditions, products, and yield Reactants: [Cl-].[P+]=O (phosphorus oxide chloride), IC=1C=C(N)C=CC1C (3-iodo-4-methylaniline), C(CC(=O)C)(=O)OCC (ethyl acetoacetate), O.C1(=CC=C(C=C1)S(=O)(=O)O)C (toluene-4-sulfonic acid monohydrate), [OH-].[NH4+] (ammonium hydroxide), 7-iodo-2,6-methyl-1H-quinolin-4-one, IC1=C2C(C=C(NC2=CC=C1C)C)=O (5-iodo-2,6-dimethyl-1H-quinolin-4-one). The solvent is CN(C=O)C (N,N-dimethylformamide), O (water), C1CCCCC1 (cyclohexane). Run at temperature 50 celsius, time 15 minute. Yields the product ClC1=CC(=NC2=CC(=C(C=C12)C)I)C (4-chloro-7-iodo-2,6-dimethyl-quinoline), ClC1=CC(=NC2=CC=C(C(=C12)I)C)C (4-chloro-5-iodo-2,6-dimethyl-quinoline). As a reaction SMILES: [I:1][C:2]1[CH:3]=[C:4]([CH:6]=[CH:7][C:8]=1[CH3:9])[NH2:5].[C:10](OCC)(=O)[CH2:11][C:12]([CH3:14])=O.O.C1(C)C=CC(S(O)(=O)=O)=CC=1.[I:31][C:32]1[C:41]([CH3:42])=[CH:40][CH:39]=[C:38]2[C:33]=1[C:34](=O)[CH:35]=[C:36]([CH3:43])[NH:37]2.[Cl-:45].[P+]=O.[OH-].[NH4+]>C1CCCCC1.CN(C)C=O.O>[Cl:45][C:10]1[C:6]2[C:4](=[CH:3][C:2]([I:1])=[C:8]([CH3:9])[CH:7]=2)[N:5]=[C:12]([CH3:14])[CH:11]=1.[Cl:45][C:34]1[C:33]2[C:38](=[CH:39][CH:40]=[C:41]([CH3:42])[C:32]=2[I:31])[N:37]=[C:36]([CH3:43])[CH:35]=1 |f:2.3,5.6,7.8,^3:45|. Reported procedure: A suspension of 3-iodo-4-methylaniline (50.0 g, 215 mmol), ethyl acetoacetate (30.7 g, 236 mmol), and toluene-4-sulfonic acid monohydrate (430 mg, 2.15 mmol) was refluxed for 2 h in cyclohexane (100 mL), allowing the water formed to collect in a Dean-Stark trap, then after cooling insoluble material was removed by filtration and the filtrate evaporated. The residue was dissolved in Dowtherm® A (25 mL) and added dropwise to hot (ca. 250° C.) Dowtherm® A. After 15 min the reaction mixture was allo... RXN SMILES: [C:1]([C:4]1[CH:12]=[CH:11][CH:10]=[CH:9][C:5]=1[C:6]([OH:8])=[O:7])(=[O:3])[CH3:2].[CH3:13][C:14](=[CH:16][CH2:17][CH2:18][CH:19]([CH2:21][CH2:22]O)[CH3:20])[CH3:15].C1CCC(N=C=NC2CCCCC2)CC1>CN(C1C=CN=CC=1)C.ClCCl>[C:1]([C:4]1[CH:12]=[CH:11][CH:10]=[CH:9][C:5]=1[C:6]([O:8][CH2:22][CH2:21][CH:19]([CH3:20])[CH2:18][CH2:17][CH:16]=[C:14]([CH3:15])[CH3:13])=[O:7])(=[O:3])[CH3:2]. Product: C(C)(=O)C1=C(C(=O)OCCC(CCC=C(C)C)C)C=CC=C1 (3,7-dimethyl-6-octenyl 2-acetylbenzoate). Reactants: C1CCC(CC1)N=C=NC2CCCCC2 (DCC), C(C)(=O)C1=C(C(=O)O)C=CC=C1 (2-acetylbenzoic acid), CC(C)=CCCC(C)CCO (citronellol). Run at time 75 hour. The yield is 81.9%. Procedure details: A solution of 6.49 g (30.0 mmol) 2-acetylbenzoic acid, 3.81 g (31.2 mmol) DMAP and 12.48 g (80.0 mmol) citronellol in 60 ml dichloromethane was cooled in an ice bath before adding a solution of 8.84 g (42.9 mmol) DCC in 40 ml dichloromethane over 5 min. The reaction mixture was maintained with stirring at 40° for 75 h. The precipitate formed during the reaction was filtered and the filtrate washed with HCl (10%, 2×) and with a saturated Na2CO3 solution (2×). The organic phase was dried (Na2SO4),... Reagents/catalysts: CN(C)C=1C=CN=CC1 (DMAP). The solvent is ClCCl (dichloromethane), ClCCl (dichloromethane). Reactants: COC1=CC=C(CN(C2=NC(=CC=C2)F)C)C=C1 (N-(4-methoxybenzyl)-6-fluoro-N-methylpyridin-2-amine), B(OC(C)C)(OC(C)C)OC(C)C (triisopropyl borate), [Cl-].[NH4+] (Ammonium chloride), C(C)(C)NC(C)C (diisopropylamine), C(CCC)[Li] (butyllithium). Run in C1CCOC1 (THF), C1CCOC1 (THF). Reaction conditions: temperature -60 celsius, time 30 minute. The product is COC1=CC=C(CN(C2=CC=C(C(=N2)F)B(O)O)C)C=C1 (6-((4-methoxybenzyl)(methyl)amino)-2-fluoropyridin-3-ylboronic acid). Yield: 36.2%. As a reaction SMILES: C(NC(C)C)(C)C.C([Li])CCC.[CH3:13][O:14][C:15]1[CH:30]=[CH:29][C:18]([CH2:19][N:20]([CH3:28])[C:21]2[CH:26]=[CH:25][CH:24]=[C:23]([F:27])[N:22]=2)=[CH:17][CH:16]=1.[B:31](OC(C)C)([O:36]C(C)C)[O:32]C(C)C.[Cl-].[NH4+]>C1COCC1>[CH3:13][O:14][C:15]1[CH:16]=[CH:17][C:18]([CH2:19][N:20]([CH3:28])[C:21]2[N:22]=[C:23]([F:27])[C:24]([B:31]([OH:36])[OH:32])=[CH:25][CH:26]=2)=[CH:29][CH:30]=1 |f:4.5|. Procedure details: In a microwave tube was placed 2,6-difluoropyridine (0.183 mL, 2.00 mmol) and (4-methoxyphenyl)-N-methylmethanamine (0.604 g, 4.00 mmol) in 2 mL of water. The mixture was heated at 150° C. for 20 min. Water was added and the mixture was extracted with ethyl acetate (3×). The combined organic layer were dried over anhydrous sodium sulfate, filtered and concentrated to give 470 mg of a crude yellow oil, which was purified by column chromatography (3/1 hexanes/ethyl acetate) to give 400 mg of N-(4-... Reactants: ClCCCl, CN(C)c1cccc(C(=O)O)c1, Cl, Nc1nc(-c2ccco2)c(C(=O)C2CCOCC2)s1, CN(C)C=O, O, O, On1nnc2ccccc21. Yields the product CN(C)c1cccc(C(=O)Nc2nc(-c3ccco3)c(C(=O)C3CCOCC3)s2)c1. RXN SMILES: [CH2:32]([Cl:33])[CH2:34][Cl:35].[CH3:20][N:21]([c:22]1[cH:23][c:24]([C:25](=[O:26])[OH:27])[cH:28][cH:29][cH:30]1)[CH3:31].[ClH:36].[O:1]1[CH2:2][CH2:3][CH:4]([C:7](=[O:8])[c:9]2[c:10](-[c:15]3[o:16][cH:17][cH:18][cH:19]3)[n:11][c:12]([NH2:14])[s:13]2)[CH2:5][CH2:6]1.[O:48]=[CH:49][N:50]([CH3:51])[CH3:52].[OH2:37].[OH2:53].[OH:38][n:39]1[c:40]2[cH:41][cH:42][cH:43][cH:44][c:45]2[n:46][n:47]1>>[O:1]1[CH2:2][CH2:3][CH:4]([C:7](=[O:8])[c:9]2[c:10](-[c:15]3[o:16][cH:17][cH:18][cH:19]3)[n:11][c:12]([NH:14][C:25]([c:24]3[cH:23][c:22]([N:21]([CH3:20])[CH3:31])[cH:30][cH:29][cH:28]3)=[O:26])[s:13]2)[CH2:5][CH2:6]1. Reactants: C[Si](Br)(C)C (trimethylbromosilane), C(C)OC(C(C=C(CCN(C)C(C)=O)CP(=O)(OC(C)C)OC(C)C)NC=O)=O (6-(N-acetyl-N-methylamino)-4-diisopropylphosphonomethyl-2-formylamino-hex-3-enoic acid ethyl ester), C(C)O (ethanol). Run in ClCCl (dichloromethane). Run at time 24 hour. Product: C(C)OC(C(C=C(CCN(C)C(C)=O)CP(=O)(O)O)N)=O (6-(N-acetyl-N-methylamino)-2-amino-4-phosphonomethyl-hex-3-enoic acid ethyl ester). Reaction SMILES: [CH2:1]([O:3][C:4](=[O:29])[CH:5]([NH:26]C=O)[CH:6]=[C:7]([CH2:15][P:16]([O:22]C(C)C)([O:18]C(C)C)=[O:17])[CH2:8][CH2:9][N:10]([C:12](=[O:14])[CH3:13])[CH3:11])[CH3:2].C[Si](C)(C)Br.C(O)C>ClCCl>[CH2:1]([O:3][C:4](=[O:29])[CH:5]([NH2:26])[CH:6]=[C:7]([CH2:15][P:16]([OH:22])([OH:18])=[O:17])[CH2:8][CH2:9][N:10]([C:12](=[O:14])[CH3:13])[CH3:11])[CH3:2]. Procedure: 8.2 g (18.9 mmol) of 6-(N-acetyl-N-methylamino)-4-diisopropylphosphonomethyl-2-formylamino-hex-3-enoic acid ethyl ester are dissolved in 40 ml of dichloromethane, and 9.8 ml (75.6 mmol) of trimethylbromosilane are added dropwise at room temperature. The mixture is left to stand at room temperature for 24 hours, 40 ml of ethanol are added dropwise, the mixture is left to stand for a further 24 hours and is concentrated by evaporation, the residue is dissolved in 40 ml of ethanol, and a mixture of... The reactants are Cl, CC(CN1CCOCC1)n1c(=NC#N)[nH]c2cc(C=C3c4ccc(F)cc4OCc4c(F)cccc43)ccc21, C1COCCO1. The product is CC(CN1CCOCC1)n1c(=NC(N)=O)[nH]c2cc(C=C3c4ccc(F)cc4OCc4c(F)cccc43)ccc21. RXN SMILES: [ClH:1].[F:2][c:3]1[cH:4][cH:5][c:6]2[c:7]([cH:40]1)[O:8][CH2:9][c:10]1[c:11]([cH:35][cH:36][cH:37][c:38]1[F:39])[C:12]2=[CH:13][c:14]1[cH:15][c:16]2[c:17]([n:18]([CH:24]([CH2:25][N:26]3[CH2:27][CH2:28][O:29][CH2:30][CH2:31]3)[CH3:32])[c:19](=[N:21][C:22]#[N:23])[nH:20]2)[cH:33][cH:34]1.[O:41]1[CH2:42][CH2:43][O:44][CH2:45][CH2:46]1>>[F:2][c:3]1[cH:4][cH:5][c:6]2[c:7]([cH:40]1)[O:8][CH2:9][c:10]1[c:11]([cH:35][cH:36][cH:37][c:38]1[F:39])[C:12]2=[CH:13][c:14]1[cH:15][c:16]2[c:17]([n:18]([CH:24]([CH2:25][N:26]3[CH2:27][CH2:28][O:29][CH2:30][CH2:31]3)[CH3:32])[c:19](=[N:21][C:22]([NH2:23])=[O:41])[nH:20]2)[cH:33][cH:34]1. The reactants are C(#N)C1=NC(=C(N=C1C#N)NCC)Cl (2,3-Dicyano-5-ethylamino-6-chloropyrazine), C1(=CC=CC=C1)O (phenol), [OH-].[K+] (potassium hydroxide), O (water). The solvent is O1CCCC1 (tetrahydrofuran), O1CCCC1 (tetrahydrofuran). Yields the product C(#N)C1=NC(=C(N=C1C#N)NCC)OC1=CC=CC=C1 (2,3-dicyano-5-ethylamino-6-phenoxypyrazine). The yield is 83.7%. RXN SMILES: [C:1]([C:3]1[C:8]([C:9]#[N:10])=[N:7][C:6]([NH:11][CH2:12][CH3:13])=[C:5](Cl)[N:4]=1)#[N:2].[C:15]1([OH:21])[CH:20]=[CH:19][CH:18]=[CH:17][CH:16]=1.[OH-].[K+].O>O1CCCC1>[C:1]([C:3]1[C:8]([C:9]#[N:10])=[N:7][C:6]([NH:11][CH2:12][CH3:13])=[C:5]([O:21][C:15]2[CH:20]=[CH:19][CH:18]=[CH:17][CH:16]=2)[N:4]=1)#[N:2] |f:2.3|. Procedure: 2,3-Dicyano-5-ethylamino-6-chloropyrazine (2.07 g; 0.01 mole) was dissolved in 40 ml of tetrahydrofuran. The solution was cooled to 0° to 5° C., and with stirring, a solution prepared from 0.94 g (0.01 mole) of phenol, 0.56 g (0.01 mole) of potassium hydroxide, 5 ml of water and 20 ml of tetrahydrofuran was added dropwise over the period of 10 minutes. Then, the mixture was stirred at 0° to 5° C. for 1 hour. After the reaction, the precipitate was separated by filtration. The filtrate was concen... Starting materials: C1(=CC=CC=C1)C(CN)(CCN1CCCC1)C1=CC=CC=C1 (2,2-diphenyl-4-pyrrolidin-1-yl-butyl amine), 3a, NC(=O)OCC (urethane). The product is C(C)OC(NCC(CCN1CCCC1)(C1=CC=CC=C1)C1=CC=CC=C1)=O (N-(2,2-diphenyl-4-pyrrolidin-1-yl-butyl)-carbamic acid ethyl ester). RXN SMILES: [C:1]1([C:7]([C:17]2[CH:22]=[CH:21][CH:20]=[CH:19][CH:18]=2)([CH2:10][CH2:11][N:12]2[CH2:16][CH2:15][CH2:14][CH2:13]2)[CH2:8][NH2:9])[CH:6]=[CH:5][CH:4]=[CH:3][CH:2]=1.N[C:24]([O:26][CH2:27][CH3:28])=[O:25]>>[CH2:27]([O:26][C:24](=[O:25])[NH:9][CH2:8][C:7]([C:17]1[CH:22]=[CH:21][CH:20]=[CH:19][CH:18]=1)([C:1]1[CH:2]=[CH:3][CH:4]=[CH:5][CH:6]=1)[CH2:10][CH2:11][N:12]1[CH2:16][CH2:15][CH2:14][CH2:13]1)[CH3:28]. Procedure details: From 2,2-diphenyl-4-pyrrolidin-1-yl-butyl amine in analogy to 3a. The urethane was further reacted in a crude state. Reactants: CC1=NC(=NC=C1C(=O)O)C=1SC=CN1 (4-methyl-2-thiazol-2-yl-pyrimidine-5-carboxylic acid), C1(CC1)C=1N(C2=CC=C(C=C2C1)F)N (2-cyclopropyl-5-fluoro-indol-1-ylamine), C[N+]1(CCOCC1)C2=NC(=NC(=N2)OC)OC.[Cl-] (DMTMM). Solvent: C(=O)([O-])[O-].[Na+].[Na+] (Na2CO3), CN(C)C=O (DMF). Reaction conditions: temperature 40 celsius, time 1 hour. Product: C1(CC1)C=1N(C2=CC=C(C=C2C1)F)NC(=O)C=1C(=NC(=NC1)C=1SC=CN1)C (4-methyl-2-thiazol-2-yl-pyrimidine-5-carboxylic acid (2-cyclopropyl-5-fluoro-indol-1-yl)-amide). Yield: 21.5%. RXN SMILES: [CH3:1][C:2]1[C:7]([C:8]([OH:10])=O)=[CH:6][N:5]=[C:4]([C:11]2[S:12][CH:13]=[CH:14][N:15]=2)[N:3]=1.[CH:16]1([C:19]2[N:20]([NH2:29])[C:21]3[C:26]([CH:27]=2)=[CH:25][C:24]([F:28])=[CH:23][CH:22]=3)[CH2:18][CH2:17]1.C[N+]1(C2N=C(OC)N=C(OC)N=2)CCOCC1.[Cl-]>CN(C=O)C.C([O-])([O-])=O.[Na+].[Na+]>[CH:16]1([C:19]2[N:20]([NH:29][C:8]([C:7]3[C:2]([CH3:1])=[N:3][C:4]([C:11]4[S:12][CH:13]=[CH:14][N:15]=4)=[N:5][CH:6]=3)=[O:10])[C:21]3[C:26]([CH:27]=2)=[CH:25][C:24]([F:28])=[CH:23][CH:22]=3)[CH2:18][CH2:17]1 |f:2.3,5.6.7|. Procedure: A solution of 4-methyl-2-thiazol-2-yl-pyrimidine-5-carboxylic acid (188 mg, 0.85 mmol) and 2-cyclopropyl-5-fluoro-indol-1-ylamine (135 mg, 0.71 mmol) in DMF (3 mL) is stirred at 40° C. for 1 h. The mixture is treated with DMTMM (235 mg, 0.71 mmol) and stirred at 40° C. for 1 h. The mixture is diluted with saturated aqueous Na2CO3 (5 mL) and stirred for 5 min. The precipitate is collected by filtration and dried in vacuo to afford 4-methyl-2-thiazol-2-yl-pyrimidine-5-carboxylic acid (2-cyclopropy...